This data is from the Open Reaction Database (ORD), a public repository of structured organic reaction records. The task is: describe an organic reaction: reactants, conditions, products, and yield Starting materials: CC(C)(C)OC(=O)N1CC=C(c2c[nH]c3ncccc23)CC1, CCO. The product is CC(C)(C)OC(=O)N1CCC(c2c[nH]c3ncccc23)CC1. RXN SMILES: [C:1]([CH3:2])([CH3:3])([CH3:4])[O:5][C:6](=[O:7])[N:8]1[CH2:9][CH2:10][C:11]([c:14]2[cH:15][nH:16][c:17]3[n:18][cH:19][cH:20][cH:21][c:22]23)=[CH:12][CH2:13]1.[CH3:23][CH2:24][OH:25]>>[C:1]([CH3:2])([CH3:3])([CH3:4])[O:5][C:6](=[O:7])[N:8]1[CH2:9][CH2:10][CH:11]([c:14]2[cH:15][nH:16][c:17]3[n:18][cH:19][cH:20][cH:21][c:22]23)[CH2:12][CH2:13]1.